Task: describe an organic reaction: reactants, conditions, products, and yield. Dataset: the Open Reaction Database (ORD), a public repository of structured organic reaction records Reactants: C=C(C)CBr, CC1(CCCC(=O)N2C(=O)OCC2Cc2ccccc2)OCCO1, C[Si](C)(C)[NH-], C[Si](C)(C)[NH-], CCOC(C)=O, [Li+], [Li+], C1CCOC1. Yields the product C=C(C)CC(CCC1(C)OCCO1)C(=O)N1C(=O)OCC1Cc1ccccc1. RXN SMILES: [Br:37][CH2:38][C:39](=[CH2:40])[CH3:41].[CH2:1]([c:2]1[cH:3][cH:4][cH:5][cH:6][cH:7]1)[CH:8]1[N:9]([C:14]([CH2:15][CH2:16][CH2:17][C:18]2([CH3:23])[O:19][CH2:20][CH2:21][O:22]2)=[O:24])[C:10](=[O:13])[O:11][CH2:12]1.[CH3:25][Si:26]([NH-:27])([CH3:28])[CH3:29].[CH3:30][Si:31]([NH-:32])([CH3:33])[CH3:34].[CH3:47][CH2:48][O:49][C:50](=[O:51])[CH3:52].[Li+:35].[Li+:36].[O:42]1[CH2:43][CH2:44][CH2:45][CH2:46]1>>[CH2:1]([c:2]1[cH:3][cH:4][cH:5][cH:6][cH:7]1)[CH:8]1[N:9]([C:14]([CH:15]([CH2:16][CH2:17][C:18]2([CH3:23])[O:19][CH2:20][CH2:21][O:22]2)[CH2:40][C:39](=[CH2:38])[CH3:41])=[O:24])[C:10](=[O:13])[O:11][CH2:12]1.